Dataset: the Open Reaction Database (ORD), a public repository of structured organic reaction records. Task: describe an organic reaction: reactants, conditions, products, and yield The reactants are S1C(=CC=C1)CC(=O)O (thiolacetic acid), OCCN(S(=O)(=O)C1=CC=C(C=C1)OCCCC)CC1=CC=CC=C1 (N-(2-hydroxyethyl)-N-(phenylmethyl)-4-(n-butoxy)benzenesulfonamide), C1(=CC=CC=C1)P(C1=CC=CC=C1)C1=CC=CC=C1 (triphenylphosphine), CC(C)OC(=O)/N=N/C(=O)OC(C)C (diisopropylazodicarboxylate). The solvent is C1CCOC1 (THF). Reaction conditions: time 15 hour. The product is SCCN(S(=O)(=O)C1=CC=C(C=C1)OCCCC)CC1=CC=CC=C1 (N-(2-Mercaptoethyl)-N-(phenylmethyl)-4-(n-butoxy)benzenesulfonamide). Yield: 77.1%. RXN SMILES: O[CH2:2][CH2:3][N:4]([CH2:19][C:20]1[CH:25]=[CH:24][CH:23]=[CH:22][CH:21]=1)[S:5]([C:8]1[CH:13]=[CH:12][C:11]([O:14][CH2:15][CH2:16][CH2:17][CH3:18])=[CH:10][CH:9]=1)(=[O:7])=[O:6].C1(P(C2C=CC=CC=2)C2C=CC=CC=2)C=CC=CC=1.CC(OC(/N=N/C(OC(C)C)=O)=O)C.[S:59]1C=CC=C1CC(O)=O>C1COCC1>[SH:59][CH2:2][CH2:3][N:4]([CH2:19][C:20]1[CH:25]=[CH:24][CH:23]=[CH:22][CH:21]=1)[S:5]([C:8]1[CH:13]=[CH:12][C:11]([O:14][CH2:15][CH2:16][CH2:17][CH3:18])=[CH:10][CH:9]=1)(=[O:7])=[O:6]. Procedure details: Part B: To a solution of 3.0 g (8.2 mmol) of N-(2-hydroxyethyl)-N-(phenylmethyl)-4-(n-butoxy)benzenesulfonamide from Part A and 2.38 g (9.1 mmol) of triphenylphosphine in 40 mL of anhydrous THF at 0 C, was added 1.4 mL (9.1 mmol) of diisopropylazodicarboxylate, followed by 0.65 mL (9.1 mmol) of thiolacetic acid. After stirring at room temperature for 15 hours, the reaction was concentrated and the residue chromatographed on 150 g of silica gel using 20-50% ethyl acetate/hexane to afford 2.4 g of... The reactants are COC(CNC(=O)C1=CC=CC2=CC=CC=C12)=O (methyl-N-(naphthalen-1-ylcarbonyl)glycinate), O.NN (hydrazine hydrate), O (water). Solvent: CCO (EtOH). Yields the product N(N)C(CNC(=O)C1=CC=CC2=CC=CC=C12)=O (N-(2-hydrazinyl-2-oxoethyl)napthalene-1-carboxamide). Yield: 81.6%. As a reaction SMILES: C[O:2][C:3](=O)[CH2:4][NH:5][C:6]([C:8]1[C:17]2[C:12](=[CH:13][CH:14]=[CH:15][CH:16]=2)[CH:11]=[CH:10][CH:9]=1)=[O:7].O.[NH2:20][NH2:21].O>CCO>[NH:20]([C:3](=[O:2])[CH2:4][NH:5][C:6]([C:8]1[C:17]2[C:12](=[CH:13][CH:14]=[CH:15][CH:16]=2)[CH:11]=[CH:10][CH:9]=1)=[O:7])[NH2:21] |f:1.2|. Reported procedure: The above compound 2a (3.3 g, 13.1 mmol) was heated at 60° C. with hydrazine hydrate (3.5 mL, 65 mmol) in EtOH (30 mL) for 2 hours. After cooling at room temperature, water (10 mL) was added. The resulting white precipitate was filtered and dried under vacuum to give hydrazide derivative 3a (2.6 g, 79%). 1H NMR (acetone-d6) δ 3.91 (d, J=5.9 Hz, 2H, CH2), 7.55-7.58 (m, 3H, Ar), 7.68 (dd, J=1.1 and 7.0 Hz, 1H, Ar), 7.98 (d, J=8.0 Hz, 1H, Ar), 8.02 (d, J=8.3 Hz, 2H, Ar), 8.35 (m, 1H, NH), 8.74 (t, ... RXN SMILES: [C:1]([c:2]1[c:3]([OH:4])[cH:5][cH:6][cH:7][cH:8]1)(=[O:9])[O:10][CH2:11][CH3:12].[C:35](=[O:36])([O-:37])[O-:38].[CH3:13][C:14]([CH3:15])([O-:16])[CH3:17].[CH3:41][N:42]([CH3:43])[CH:44]=[O:45].[I:19][c:20]1[cH:21][cH:22][c:23]2[n:24]([n:25]1)[cH:26][c:27]([NH:29][C:30](=[O:31])[CH:32]1[CH2:33][CH2:34]1)[n:28]2.[K+:18].[K+:39].[K+:40]>>[C:1]([c:2]1[c:3]([O:4][c:20]2[cH:21][cH:22][c:23]3[n:24]([n:25]2)[cH:26][c:27]([NH:29][C:30](=[O:31])[CH:32]2[CH2:33][CH2:34]2)[n:28]3)[cH:5][cH:6][cH:7][cH:8]1)(=[O:9])[O:10][CH2:11][CH3:12]. Product: CCOC(=O)c1ccccc1Oc1ccc2nc(NC(=O)C3CC3)cn2n1. Starting materials: CCOC(=O)c1ccccc1O, O=C([O-])[O-], CC(C)(C)[O-], CN(C)C=O, O=C(Nc1cn2nc(I)ccc2n1)C1CC1, [K+], [K+], [K+]. Reactants: N(=[N+]=[N-])C(CC(=O)OC(C)(C)C)CC (t-Butyl 3-azidopentanoate). Solvent: FC(C(=O)O)(F)F (trifluroacetic acid). Reaction conditions: time 1 hour. Product: N(=[N+]=[N-])C(CC(=O)O)CC (3-Azidopentanoic acid). As a reaction SMILES: [N:1]([CH:4]([CH2:13][CH3:14])[CH2:5][C:6]([O:8]C(C)(C)C)=[O:7])=[N+:2]=[N-:3]>FC(F)(F)C(O)=O>[N:1]([CH:4]([CH2:13][CH3:14])[CH2:5][C:6]([OH:8])=[O:7])=[N+:2]=[N-:3]. Reported procedure: t-Butyl 3-azidopentanoate (1.84 g, 9.23 mmol) was dissolved in 99% trifluroacetic acid (2 ml) and stirred at room temperature for 1 h and evaporated to dryness. The traces of solvent and isobutylene were removed in vacuo to give an oily substance (990 mg, 44.0%). ir (neat) νmax : 3100 (broad, OH), 2100 (N3) and 1710 cm-1 (C=O of acid); 1Hmr (CDCl3) δ: 1.06 (3H, t), 1.60 (2H, q), 2.57 (2H, d), 3.43 (H, m) and 11.73 ppm (H, s). Anal. calcd for C5H9N3O2 : C 41.95, H 6.33; found: C 41.22, H 6.05. Reactants: O=C([O-])[O-], N#Cc1ccc(O)cc1F, CI, [K+], [K+], CN(C)C=O, O. Product: COc1ccc(C#N)c(F)c1. Reaction SMILES: [C:11](=[O:12])([O-:13])[O-:14].[F:1][c:2]1[c:3]([C:4]#[N:5])[cH:6][cH:7][c:8]([OH:10])[cH:9]1.[I:17][CH3:18].[K+:15].[K+:16].[O:20]=[CH:21][N:22]([CH3:23])[CH3:24].[OH2:19]>>[F:1][c:2]1[c:3]([C:4]#[N:5])[cH:6][cH:7][c:8]([O:10][CH3:11])[cH:9]1. Reactants: [H-].[Na+] (sodium hydride), FC1=C(C=CC=C1C1=C(C=CC=C1)C1CCC(CC1)CCC)O (2-fluoro-3-((4-propylcyclohexyl)phenyl)phenol), COCCl (chloromethyl methyl ether). The solvent is O (water), C1CCOC1 (THF), O (water), O (water). Conditions: time 30 minute. Yields the product FC1=C(C=CC=C1C1=C(C=CC=C1)C1CCC(CC1)CCC)OCOC (2-fluoro-3-((4-propylcyclohexyl)phenyl)-1-methoxymethoxybenzene). The yield is 107.6%. Reaction SMILES: [H-].[Na+].[F:3][C:4]1[C:9]([C:10]2[CH:15]=[CH:14][CH:13]=[CH:12][C:11]=2[CH:16]2[CH2:21][CH2:20][CH:19]([CH2:22][CH2:23][CH3:24])[CH2:18][CH2:17]2)=[CH:8][CH:7]=[CH:6][C:5]=1[OH:25].[CH3:26][O:27][CH2:28]Cl>C1COCC1.O>[F:3][C:4]1[C:9]([C:10]2[CH:15]=[CH:14][CH:13]=[CH:12][C:11]=2[CH:16]2[CH2:17][CH2:18][CH:19]([CH2:22][CH2:23][CH3:24])[CH2:20][CH2:21]2)=[CH:8][CH:7]=[CH:6][C:5]=1[O:25][CH2:26][O:27][CH3:28] |f:0.1|. Procedure details: Under a nitrogen atmosphere, 1.52 g of sodium hydride was added to 9.45 g of 2-fluoro-3-((4-propylcyclohexyl)phenyl)phenol (5) dissolved in 60 mL of THF cooling with iced water, and the mixture was stirred at ambient temperature for 30 minutes. 3.07 g of chloromethyl methyl ether was added to the solution under cooling with iced water, followed by stirring at ambient temperature for 4 hours. After terminating the reaction by pouring water into the reaction solution, the aqueous layer was extract...